This data is from the Open Reaction Database (ORD), a public repository of structured organic reaction records. The task is: describe an organic reaction: reactants, conditions, products, and yield Starting materials: CC(C(=O)Cl)C (2-methylpropanoyl chloride), BrC1=CC=CC(=N1)N (6-bromo-2-pyridinamine). The product is BrC1=CC=CC(=N1)NC(C(C)C)=O (N-(6-BROMO-2-PYRIDINYL)-2-METHYLPROPANAMIDE). Reaction SMILES: [CH3:1][CH:2]([CH3:6])[C:3](Cl)=[O:4].[Br:7][C:8]1[N:13]=[C:12]([NH2:14])[CH:11]=[CH:10][CH:9]=1>>[Br:7][C:8]1[N:13]=[C:12]([NH:14][C:3](=[O:4])[CH:2]([CH3:6])[CH3:1])[CH:11]=[CH:10][CH:9]=1. Procedure details: Prepared by Procedure Q1 using 2-methylpropanoyl chloride and 6-bromo-2-pyridinamine: ESMS m/e: 242.8 (M+H)+. Starting materials: [Br-], N#Cc1ccccc1O, Cc1ccccc1, CCCC[N+](CCCC)(CCCC)CCCC, COC=C(C(=O)OC)c1ccccc1Oc1cc(Cl)ncn1, [K+], [OH-], O. The product is COC=C(C(=O)OC)c1ccccc1Oc1cc(Oc2ccccc2C#N)ncn1. Reaction SMILES: [Br-:42].[C:3](#[N:4])[c:5]1[c:6]([OH:11])[cH:7][cH:8][cH:9][cH:10]1.[CH3:34][c:35]1[cH:36][cH:37][cH:38][cH:39][cH:40]1.[CH3:43][CH2:44][CH2:45][CH2:46][N+:47]([CH2:48][CH2:49][CH2:50][CH3:51])([CH2:52][CH2:53][CH2:54][CH3:55])[CH2:56][CH2:57][CH2:58][CH3:59].[Cl:12][c:13]1[cH:14][c:15]([O:19][c:20]2[c:21]([C:26]([C:27](=[O:28])[O:29][CH3:30])=[CH:31][O:32][CH3:33])[cH:22][cH:23][cH:24][cH:25]2)[n:16][cH:17][n:18]1.[K+:2].[OH-:1].[OH2:41]>>[C:3](#[N:4])[c:5]1[c:6]([O:11][c:13]2[cH:14][c:15]([O:19][c:20]3[c:21]([C:26]([C:27](=[O:28])[O:29][CH3:30])=[CH:31][O:32][CH3:33])[cH:22][cH:23][cH:24][cH:25]3)[n:16][cH:17][n:18]2)[cH:7][cH:8][cH:9][cH:10]1. The reactants are BrC=1C=NC(=NC1)C (5-bromo-2-methylpyrimidine), C(CCC)P(C12CC3CC(CC(C1)C3)C2)C23CC1CC(CC(C2)C1)C3 (butyldi-1-adamantylphosphine), C([O-])([O-])=O.[K+].[K+] (potassium carbonate), FC1=C(C=CC(=C1)OC)C1=CC(=NC2=CC(=CC=C12)C(=C)C)C(=O)OC (Methyl 4-(2-fluoro-4-methoxyphenyl)-7-(prop-1-en-2-yl)quinoline-2-carboxylate), B1C2CCCC1CCC2 (9-BBN). The reagents and catalysts are C=1C=CC(=CC1)/C=C/C(=O)/C=C/C2=CC=CC=C2.C=1C=CC(=CC1)/C=C/C(=O)/C=C/C2=CC=CC=C2.C=1C=CC(=CC1)/C=C/C(=O)/C=C/C2=CC=CC=C2.[Pd].[Pd] (Pd2(dba)3). Solvent: O (water), C1CCOC1 (THF), [Cl-].[Na+].O (brine), CCOC(=O)C (EtOAc). Reaction conditions: temperature 60 celsius, time 1 hour. Yields the product FC1=C(C=CC(=C1)OC)C1=CC(=NC2=CC(=CC=C12)C(CC=1C=NC(=NC1)C)C)C(=O)OC (methyl 4-(2-fluoro-4-methoxyphenyl)-7-[1-(2-methylpyrimidin-5-yl)propan-2-yl]quinoline-2-carboxylate). Yield: 17.6%. Reaction SMILES: [F:1][C:2]1[CH:7]=[C:6]([O:8][CH3:9])[CH:5]=[CH:4][C:3]=1[C:10]1[C:19]2[C:14](=[CH:15][C:16]([C:20]([CH3:22])=[CH2:21])=[CH:17][CH:18]=2)[N:13]=[C:12]([C:23]([O:25][CH3:26])=[O:24])[CH:11]=1.B1C2CCCC1CCC2.Br[C:37]1[CH:38]=[N:39][C:40]([CH3:43])=[N:41][CH:42]=1.C(P(C12CC3CC(CC(C3)C1)C2)C12CC3CC(CC(C3)C1)C2)CCC.C(=O)([O-])[O-].[K+].[K+]>C1COCC1.[Cl-].[Na+].O.C1C=CC(/C=C/C(/C=C/C2C=CC=CC=2)=O)=CC=1.C1C=CC(/C=C/C(/C=C/C2C=CC=CC=2)=O)=CC=1.C1C=CC(/C=C/C(/C=C/C2C=CC=CC=2)=O)=CC=1.[Pd].[Pd].CCOC(C)=O.O>[F:1][C:2]1[CH:7]=[C:6]([O:8][CH3:9])[CH:5]=[CH:4][C:3]=1[C:10]1[C:19]2[C:14](=[CH:15][C:16]([CH:20]([CH3:22])[CH2:21][C:37]3[CH:38]=[N:39][C:40]([CH3:43])=[N:41][CH:42]=3)=[CH:17][CH:18]=2)[N:13]=[C:12]([C:23]([O:25][CH3:26])=[O:24])[CH:11]=1 |f:4.5.6,8.9.10,11.12.13.14.15|. Procedure details: Methyl 4-(2-fluoro-4-methoxyphenyl)-7-(prop-1-en-2-yl)quinoline-2-carboxylate (1.5 g, 4.27 mmol) was dissolved in THF (7.8 ml), heated to 60° C. and then added 9-BBN (0.5M THF, 10.7 ml, 5.35 mmol) dropwise over 5 minutes. After 1 hour, allowed to cool to ambient. Added 5-bromo-2-methylpyrimidine (0.886 g, 5.12 mmol), Pd2(dba)3 (0.195 g, 0.213 mmol), butyldi-1-adamantylphosphine (0.153 g, 0.427 mmol), potassium carbonate (2.360 g, 17.08 mmol) and water (0.776 ml), degassed 5 minutes with nitrogen...